This data is from the Open Reaction Database (ORD), a public repository of structured organic reaction records. The task is: describe an organic reaction: reactants, conditions, products, and yield The reactants are CO, [Na+], [OH-], O, CCCC(C(=O)OC)c1c(C)nc2cc(C(C)(C)C)nn2c1-c1ccc2occc2c1. Product: CCCC(C(=O)O)c1c(C)nc2cc(C(C)(C)C)nn2c1-c1ccc2occc2c1. RXN SMILES: [CH3:35][OH:36].[Na+:33].[OH-:32].[OH2:34].[o:1]1[cH:2][cH:3][c:4]2[c:5]1[cH:6][cH:7][c:8](-[c:10]1[c:11]([CH:24]([C:25](=[O:26])[O:27][CH3:28])[CH2:29][CH2:30][CH3:31])[c:12]([CH3:23])[n:13][c:14]3[n:15]1[n:16][c:17]([C:19]([CH3:20])([CH3:21])[CH3:22])[cH:18]3)[cH:9]2>>[o:1]1[cH:2][cH:3][c:4]2[c:5]1[cH:6][cH:7][c:8](-[c:10]1[c:11]([CH:24]([C:25](=[O:26])[OH:27])[CH2:29][CH2:30][CH3:31])[c:12]([CH3:23])[n:13][c:14]3[n:15]1[n:16][c:17]([C:19]([CH3:20])([CH3:21])[CH3:22])[cH:18]3)[cH:9]2. The reactants are CCCC[SnH](CCCC)CCCC (Bu3SnH), CC(C)(C#N)N=NC(C)(C)C#N (AIBN), ClC(C(=O)OC)=O (Methyl Chloro-oxo-acetate), C(C)(C)(C)OC(=O)N1CCC(CC1)(O)C1=C(C=CC=C1)SC1=CC=C(C=C1)C (1-tert-butoxycarbonyl-4-[2-(4-methylphenylsulfanyl)phenyl]piperidin-4-ol). Reagents/catalysts: CN(C1=CC=NC=C1)C (4-(dimethylamino)pyridine). The solvent is C(Cl)(Cl)Cl (CHCl3), CC#N (CH3CN), C(C)(=O)OCC (Ethyl acetate). Run at time 2 hour. Product: C(C)(C)(C)OC(=O)N1CCC(CC1)C1=C(C=CC=C1)SC1=CC=C(C=C1)C (4-(2-(4-methylphenylsulfanyl)phenyl)-piperidine-1-carboxylic acid tert-butyl ester). Yield: 67.4%. RXN SMILES: ClC(=O)C(OC)=O.[C:8]([O:12][C:13]([N:15]1[CH2:20][CH2:19][C:18]([C:22]2[CH:27]=[CH:26][CH:25]=[CH:24][C:23]=2[S:28][C:29]2[CH:34]=[CH:33][C:32]([CH3:35])=[CH:31][CH:30]=2)(O)[CH2:17][CH2:16]1)=[O:14])([CH3:11])([CH3:10])[CH3:9].CCCC[SnH](CCCC)CCCC.CC(N=NC(C#N)(C)C)(C#N)C>CN(C)C1C=CN=CC=1.C(OCC)(=O)C.C(Cl)(Cl)Cl.CC#N>[C:8]([O:12][C:13]([N:15]1[CH2:20][CH2:19][CH:18]([C:22]2[CH:27]=[CH:26][CH:25]=[CH:24][C:23]=2[S:28][C:29]2[CH:34]=[CH:33][C:32]([CH3:35])=[CH:31][CH:30]=2)[CH2:17][CH2:16]1)=[O:14])([CH3:11])([CH3:10])[CH3:9]. Procedure details: Methyl Chloro-oxo-acetate (1.37 g, 11.25 mmol) was added to a stirred solution of 1-tert-butoxycarbonyl-4-[2-(4-methylphenylsulfanyl)phenyl]piperidin-4-ol (3.00 g, 7.5 mmol) and 4-(dimethylamino)pyridine (1.65 g, 13.5 mmol) in a mixture of dry CH3CN (24 ml) and CHCl3 (12 mL) at 0° C. under argon. The reaction mixture was allowed to reach room temperature and then stirred 2 h. Ethyl acetate (140 mL) was added and some salts were removed by filtration through celite. The organic phase was washed w...